Dataset: the Open Reaction Database (ORD), a public repository of structured organic reaction records. Task: describe an organic reaction: reactants, conditions, products, and yield Starting materials: BrC=1C=C(C=CC1)S (3-Bromothiophenol), C(C=C)#N (acrylonitrile). RXN SMILES: [Br:1][C:2]1[CH:3]=[C:4]([SH:8])[CH:5]=[CH:6][CH:7]=1.[C:9](#[N:12])[CH:10]=[CH2:11]>[OH-].[Na+]>[Br:1][C:2]1[CH:3]=[C:4]([S:8][CH2:11][CH2:10][C:9]#[N:12])[CH:5]=[CH:6][CH:7]=1 |f:2.3|. Procedure details: 3-Bromothiophenol (10 g, 52.9 mmmol) was dissolved in acrylonitrile (11.28 g, 213 mmol). Triton B (1 mL) was added, at which time the reaction mixture became exothermic and began to reflux without added heat. The mixture was allowed to cool to room temperature, poured into cold aqueous sodium hydroxide (2%; 200 mL), and extracted with diethyl ether. The organic layer was dried, filtered and evaporated to provide 12 g (93%) of 3-[(3-bromophenyl)thio]propionitrile as a tan oil; 1H NMR (CDCl3) δ7.5... Solvent: [OH-].[Na+] (sodium hydroxide). Yields the product BrC=1C=C(C=CC1)SCCC#N (3-[(3-bromophenyl)thio]propionitrile). The yield is 93.7%. Reactants: COc1cccc(C2CCCCC2=O)c1, CCO, CN(C)C=O, [H-], CCCI, [Na+]. The product is CCCC1(c2cccc(OC)c2)CCCCC1=O. As a reaction SMILES: [CH3:1][O:2][c:3]1[cH:4][c:5]([CH:9]2[C:10](=[O:15])[CH2:11][CH2:12][CH2:13][CH2:14]2)[cH:6][cH:7][cH:8]1.[CH3:22][CH2:23][OH:24].[CH3:25][N:26]([CH3:27])[CH:28]=[O:29].[H-:16].[I:18][CH2:19][CH2:20][CH3:21].[Na+:17]>>[CH3:1][O:2][c:3]1[cH:4][c:5]([C:9]2([CH2:19][CH2:20][CH3:21])[C:10](=[O:15])[CH2:11][CH2:12][CH2:13][CH2:14]2)[cH:6][cH:7][cH:8]1. Reactants: [H-].[Na+] (Sodium hydride), BrCCBr (1,2-Dibromoethane), COC(CC1=CC(=C(C=C1)C#N)F)=O ((4-cyano-3-fluoro-phenyl)-acetic acid methyl ester). Run in O1CCCC1 (tetrahydrofuran). Conditions: temperature 75 celsius. The product is COC(=O)C1(CC1)C1=CC(=C(C=C1)C#N)F (1-(4-Cyano-3-fluoro-phenyl)-cyclopropanecarboxylic acid methyl ester). Reaction SMILES: [H-].[Na+].Br[CH2:4][CH2:5]Br.[CH3:7][O:8][C:9](=[O:20])[CH2:10][C:11]1[CH:16]=[CH:15][C:14]([C:17]#[N:18])=[C:13]([F:19])[CH:12]=1>O1CCCC1>[CH3:7][O:8][C:9]([C:10]1([C:11]2[CH:16]=[CH:15][C:14]([C:17]#[N:18])=[C:13]([F:19])[CH:12]=2)[CH2:5][CH2:4]1)=[O:20] |f:0.1|. Reported procedure: Sodium hydride (60% dispersion in mineral oil, 0.360 g) was suspended in anhydrous tetrahydrofuran (60 mL) under nitrogen. 1,2-Dibromoethane (2.0 mL) was added to the suspension, followed by (4-cyano-3-fluoro-phenyl)-acetic acid methyl ester (0.499 g). After the rate of gas evolution slowed, the reaction mixture was transferred to an oil bath and heated to 75° C. for 15 min. The reaction mixture was allowed to cool to ambient temperature and quenched with excess saturated ammonium chloride. The ... Starting materials: CC[C@H](C)C(=O)O[C@H]1C[C@@H](C=C2[C@H]1[C@H]([C@H](C=C2)C)CC[C@H](C[C@H](CC(=O)O)O)O)O.C(C1=CC=CC=C1)NCC1=CC=CC=C1 (pravastatin dibenzylamine), [OH-].[Na+] (sodium hydroxide), C(C1=CC=CC=C1)NCC1=CC=CC=C1 (dibenzylamine), C(C)(=O)OCC(C)C.O (isobutyl acetate water). The product is CC[C@H](C)C(=O)O[C@H]1C[C@@H](C=C2[C@H]1[C@H]([C@H](C=C2)C)CC[C@H](C[C@H](CC(=O)O)O)O)O (pravastatin). Reaction SMILES: [CH3:1][CH2:2][C@@H:3]([C:5]([O:7][C@@H:8]1[C@@H:13]2[C@@H:14]([CH2:19][CH2:20][C@@H:21]([OH:29])[CH2:22][C@@H:23]([OH:28])[CH2:24][C:25]([OH:27])=[O:26])[C@@H:15]([CH3:18])[CH:16]=[CH:17][C:12]2=[CH:11][C@@H:10]([OH:30])[CH2:9]1)=[O:6])[CH3:4].C(NCC1C=CC=CC=1)C1C=CC=CC=1.C(NCC1C=CC=CC=1)C1C=CC=CC=1.C(OCC(C)C)(=O)C.O.[OH-].[Na+]>>[CH3:1][CH2:2][C@@H:3]([C:5]([O:7][C@@H:8]1[C@@H:13]2[C@@H:14]([CH2:19][CH2:20][C@@H:21]([OH:29])[CH2:22][C@@H:23]([OH:28])[CH2:24][C:25]([OH:27])=[O:26])[C@@H:15]([CH3:18])[CH:16]=[CH:17][C:12]2=[CH:11][C@@H:10]([OH:30])[CH2:9]1)=[O:6])[CH3:4] |f:0.1,3.4,5.6|. Procedure details: The transformation is detailed in the case of pravastatin dibenzylamine salt. The recrystallized dibenzylamine salt is suspended in an isobutyl acetate-water mixture, then equivalent quantity of sodium hydroxide is added in aqueous solution to the suspension by maintaining under stirring the pH in the range of 8.0-8.5. After disappearance of the suspension the phases are separated and the pravastatin-containing aqueous solution is washed twice with isobutyl acetate. The aqueous solution is clari... The reactants are BrC=1C=C2CCC3(CCC3)OC2=CC1 (6-bromospiro[chromane-2,1′-cyclobutane]), C(CCC)[Li] (n-butyl lithium), COC1=C(C=O)C=C(C=C1)C1(O[C@@H]([C@H]([C@@H]([C@H]1OCC1=CC=CC=C1)OCC1=CC=CC=C1)OCC1=CC=CC=C1)COCC1=CC=CC=C1)O (2-Methoxy-5-((3R,4S,5R,6R)-3,4,5-tris-benzyloxy-6-benzyloxymethyl-2-hydroxy-tetrahydro-pyran-2-yl)-benzaldehyde), [Li] (lithium). Run in C1CCOC1 (THF), C1(=CC=CC=C1)C (toluene). Run at time 1 hour. Product: COC1=C(C=C(C=C1)C1(O[C@@H]([C@H]([C@@H]([C@H]1OCC1=CC=CC=C1)OCC1=CC=CC=C1)OCC1=CC=CC=C1)COCC1=CC=CC=C1)O)C(=O)C=1C=C2CCC3(CCC3)OC2=CC1 ([2-methoxy-5-[(3R,4S,5R,6R)-3,4,5-tribenzyloxy-6-(benzyloxymethyl)-2-hydroxytetrahydropyran-2-yl]phenyl]-spiro[chromane-2,1′-cyclobutane]-6-yl-methanone). Yield: 65.6%. RXN SMILES: Br[C:2]1[CH:3]=[C:4]2[C:12](=[CH:13][CH:14]=1)[O:11][C:7]1([CH2:10][CH2:9][CH2:8]1)[CH2:6][CH2:5]2.C([Li])CCC.[CH3:20][O:21][C:22]1[CH:29]=[CH:28][C:27]([C:30]2([OH:69])[C@H:35]([O:36][CH2:37][C:38]3[CH:43]=[CH:42][CH:41]=[CH:40][CH:39]=3)[C@@H:34]([O:44][CH2:45][C:46]3[CH:51]=[CH:50][CH:49]=[CH:48][CH:47]=3)[C@H:33]([O:52][CH2:53][C:54]3[CH:59]=[CH:58][CH:57]=[CH:56][CH:55]=3)[C@@H:32]([CH2:60][O:61][CH2:62][C:63]3[CH:68]=[CH:67][CH:66]=[CH:65][CH:64]=3)[O:31]2)=[CH:26][C:23]=1[CH:24]=[O:25].[Li]>C1COCC1.C1(C)C=CC=CC=1>[CH3:20][O:21][C:22]1[CH:29]=[CH:28][C:27]([C:30]2([OH:69])[C@H:35]([O:36][CH2:37][C:38]3[CH:39]=[CH:40][CH:41]=[CH:42][CH:43]=3)[C@@H:34]([O:44][CH2:45][C:46]3[CH:51]=[CH:50][CH:49]=[CH:48][CH:47]=3)[C@H:33]([O:52][CH2:53][C:54]3[CH:55]=[CH:56][CH:57]=[CH:58][CH:59]=3)[C@@H:32]([CH2:60][O:61][CH2:62][C:63]3[CH:64]=[CH:65][CH:66]=[CH:67][CH:68]=3)[O:31]2)=[CH:26][C:23]=1[C:24]([C:2]1[CH:3]=[C:4]2[C:12](=[CH:13][CH:14]=1)[O:11][C:7]1([CH2:10][CH2:9][CH2:8]1)[CH2:6][CH2:5]2)=[O:25] |^1:69|. Procedure: To a stirred solution of 6-bromospiro[chromane-2,1′-cyclobutane] (0.563 g, 2.23 mmol) in THF (3 mL) at −78° C. was added n-butyl lithium (1.45 mL, 2.23 mmol) and stirred for 1 h. Compound obtained in step III (0.3 g, 0.45 mmol) in toluene (3 mL) was cooled to −78° C. and lithium salt prepared above was added to this at −78° C. This reaction mixture was stirred for 1 h, quenched with sat. NH4Cl (10 mL) and extracted with ethyl acetate (2×20 mL). The ethyl acetate layer was washed with water, brin...